From a dataset of the Open Reaction Database (ORD), a public repository of structured organic reaction records. describe an organic reaction: reactants, conditions, products, and yield Reactants: CC(C)(C)[Si](OCCO)(c1ccccc1)c1ccccc1, O=S(=O)([O-])C(F)(F)F, O=S(=O)([O-])C(F)(F)F, [Mg+2], COC(=O)C1CO1. Product: COC(=O)C(O)COCCO[Si](c1ccccc1)(c1ccccc1)C(C)(C)C. Reaction SMILES: [C:25]([CH3:26])([CH3:27])([CH3:28])[Si:29]([O:30][CH2:31][CH2:32][OH:33])([c:34]1[cH:35][cH:36][cH:37][cH:38][cH:39]1)[c:40]1[cH:41][cH:42][cH:43][cH:44][cH:45]1.[F:10][C:11]([F:12])([F:13])[S:14]([O-:15])(=[O:16])=[O:17].[F:1][C:2]([F:3])([F:4])[S:5]([O-:6])(=[O:7])=[O:8].[Mg+2:9].[O:18]1[CH:19]([C:21](=[O:22])[O:23][CH3:24])[CH2:20]1>>[OH:18][CH:19]([CH2:20][O:33][CH2:32][CH2:31][O:30][Si:29]([C:25]([CH3:26])([CH3:27])[CH3:28])([c:34]1[cH:35][cH:36][cH:37][cH:38][cH:39]1)[c:40]1[cH:41][cH:42][cH:43][cH:44][cH:45]1)[C:21](=[O:22])[O:23][CH3:24]. Reactants: BrC1=CC2=C(C=C1)C1(C(N(C3=CC=CC=C13)CC=1OC(=CC1)C(F)(F)F)=O)CO2 (6-bromo-1′-{[5-(trifluoromethyl)furan-2-yl]methyl}spiro[1-benzofuran-3,3′-indol]-2′(1′H)-one), C(=O)(OC(C)(C)C)N1C[C@@H](CC1)N ((R)-1-Boc-3-aminopyrrolidine), CC(C)(C)P(C1=CC=CC=C1C2=CC=CC=C2)C(C)(C)C ((2-biphenyl)di-tert-butylphosphine), CC(C)([O-])C.[Na+] (sodium tert-butoxide). Reagents/catalysts: C(C)(=O)[O-].[Pd+2].C(C)(=O)[O-] (palladium(II) acetate). Run in C1(=CC=CC=C1)C (toluene). Run at temperature 100 celsius, time 18 hour. Product: O=C1N(C2=CC=CC=C2C12COC1=C2C=CC(=C1)N[C@H]1CN(CC1)C(=O)OC(C)(C)C)CC=1OC(=CC1)C(F)(F)F (tert-butyl (3R)-3-[(2′-oxo-1′-{[5-(trifluoromethyl)furan-2-yl]methyl}-1′,2′-dihydrospiro[1-benzofuran-3,3′-indol]-6-yl)amino]pyrrolidine-1-carboxylate). The yield is 47.7%. Reaction SMILES: Br[C:2]1[CH:7]=[CH:6][C:5]2[C:8]3([CH2:28][O:29][C:4]=2[CH:3]=1)[C:16]1[C:11](=[CH:12][CH:13]=[CH:14][CH:15]=1)[N:10]([CH2:17][C:18]1[O:19][C:20]([C:23]([F:26])([F:25])[F:24])=[CH:21][CH:22]=1)[C:9]3=[O:27].[C:30]([N:37]1[CH2:41][CH2:40][C@@H:39]([NH2:42])[CH2:38]1)([O:32][C:33]([CH3:36])([CH3:35])[CH3:34])=[O:31].CC(P(C(C)(C)C)C1C(C2C=CC=CC=2)=CC=CC=1)(C)C.CC(C)([O-])C.[Na+]>C1(C)C=CC=CC=1.C([O-])(=O)C.[Pd+2].C([O-])(=O)C>[O:27]=[C:9]1[C:8]2([C:5]3[CH:6]=[CH:7][C:2]([NH:42][C@@H:39]4[CH2:40][CH2:41][N:37]([C:30]([O:32][C:33]([CH3:36])([CH3:35])[CH3:34])=[O:31])[CH2:38]4)=[CH:3][C:4]=3[O:29][CH2:28]2)[C:16]2[C:11](=[CH:12][CH:13]=[CH:14][CH:15]=2)[N:10]1[CH2:17][C:18]1[O:19][C:20]([C:23]([F:26])([F:24])[F:25])=[CH:21][CH:22]=1 |f:3.4,6.7.8|. Reported procedure: To a stirred solution of 6-bromo-1′-{[5-(trifluoromethyl)furan-2-yl]methyl}spiro[1-benzofuran-3,3′-indol]-2′(1′H)-one (0.80 g, 1.73 mmol), (R)-1-Boc-3-aminopyrrolidine (0.48 g, 2.59 mmol) and (2-biphenyl)di-tert-butylphosphine (0.08 g, 0.28 mmol) in toluene (15 mL) was added palladium(II) acetate (0.09 g, 0.14 mmol) followed by the addition of sodium tert-butoxide (0.42 g, 4.3 mmol). The mixture was stirred at 100° C. for 18 h. The mixture was filtered through a pad of celite, and the filtrate w... The yield is 41.2%. RXN SMILES: Cl[CH2:2][C:3]([N:5]1[CH2:10][CH2:9][N:8]([CH3:11])[CH2:7][CH2:6]1)=[O:4].C(=O)([O-])[O-].[K+].[K+].[C:18]([NH:22][C:23]([C:25]1[C:33]2[C:28](=[N:29][CH:30]=[C:31]([C:34]3[C:42]4[C:37](=[CH:38][CH:39]=[C:40]([O:43][CH:44]([F:46])[F:45])[CH:41]=4)[NH:36][N:35]=3)[N:32]=2)[N:27]([CH2:47][O:48][CH2:49][CH2:50][Si:51]([CH3:54])([CH3:53])[CH3:52])[CH:26]=1)=[O:24])([CH3:21])([CH3:20])[CH3:19]>CN(C=O)C>[C:18]([NH:22][C:23]([C:25]1[C:33]2[C:28](=[N:29][CH:30]=[C:31]([C:34]3[C:42]4[C:37](=[CH:38][CH:39]=[C:40]([O:43][CH:44]([F:45])[F:46])[CH:41]=4)[N:36]([CH2:2][C:3]([N:5]4[CH2:10][CH2:9][N:8]([CH3:11])[CH2:7][CH2:6]4)=[O:4])[N:35]=3)[N:32]=2)[N:27]([CH2:47][O:48][CH2:49][CH2:50][Si:51]([CH3:54])([CH3:53])[CH3:52])[CH:26]=1)=[O:24])([CH3:21])([CH3:20])[CH3:19] |f:1.2.3|. Reactants: ClCC(=O)N1CCN(CC1)C (2-chloro-1-(4-methylpiperazin-1-yl)ethanone), C([O-])([O-])=O.[K+].[K+] (potassium carbonate), C(C)(C)(C)NC(=O)C1=CN(C2=NC=C(N=C21)C2=NNC1=CC=C(C=C21)OC(F)F)COCC[Si](C)(C)C (N-tert-butyl-2-(5-(difluoromethoxy)-1H-indazol-3-yl)-5-((2-(trimethylsilyl)ethoxy)methyl)-5H-pyrrolo[2,3-b]pyrazine-7-carboxamide). The solvent is CN(C)C=O (DMF), CN(C)C=O (DMF). Procedure details: To a stirred solution of 2-chloro-1-(4-methylpiperazin-1-yl)ethanone (138.2 mg, 782 mmol) in DMF (32.0 mL) under Ar, potassium carbonate (328.5 mg, 2.38 mmol) was added at 25° C. After 1 h, N-tert-butyl-2-(5-(difluoromethoxy)-1H-indazol-3-yl)-5-((2-(trimethylsilyl)ethoxy)methyl)-5H-pyrrolo[2,3-b]pyrazine-7-carboxamide (80 mg, 151 μmol) in DMF (8.00 mL) was added and the reaction was stirred at 70° C. After 18 h, the reaction was cooled to 25° C. and quenched with water (350 mL). The product was ... Conditions: temperature 70 celsius, time 1 hour. The product is C(C)(C)(C)NC(=O)C1=CN(C2=NC=C(N=C21)C2=NN(C1=CC=C(C=C21)OC(F)F)CC(=O)N2CCN(CC2)C)COCC[Si](C)(C)C (N-tert-butyl-2-(5-(difluoromethoxy)-1-(2-(4-methylpiperazin-1-yl)-2-oxoethyl)-1H-indazol-3-yl)-5-((2-(trimethylsilyl)ethoxy)methyl)-5H-pyrrolo[2,3-b]pyrazine-7-carboxamide). Starting materials: Cc1ccccc1, O=Cc1ccc(CCNS(=O)(=O)c2ccc(Cl)cc2)cc1, CC(=O)C=P(c1ccccc1)(c1ccccc1)c1ccccc1. Yields the product CC(=O)C=Cc1ccc(CCNS(=O)(=O)c2ccc(Cl)cc2)cc1. RXN SMILES: [CH3:45][c:46]1[cH:47][cH:48][cH:49][cH:50][cH:51]1.[CH:1](=[O:2])[c:3]1[cH:4][cH:5][c:6]([CH2:7][CH2:8][NH:9][S:10](=[O:11])(=[O:12])[c:13]2[cH:14][cH:15][c:16]([Cl:19])[cH:17][cH:18]2)[cH:20][cH:21]1.[c:22]1([P:23]([c:24]2[cH:25][cH:26][cH:27][cH:28][cH:33]2)(=[CH:29][C:30]([CH3:31])=[O:32])[c:34]2[cH:35][cH:36][cH:37][cH:38][cH:39]2)[cH:40][cH:41][cH:42][cH:43][cH:44]1>>[CH:1]([c:3]1[cH:4][cH:5][c:6]([CH2:7][CH2:8][NH:9][S:10](=[O:11])(=[O:12])[c:13]2[cH:14][cH:15][c:16]([Cl:19])[cH:17][cH:18]2)[cH:20][cH:21]1)=[CH:29][C:30]([CH3:31])=[O:32]. Starting materials: C(C(C)C)N1N=CC(=C1)B1OC(C(O1)(C)C)(C)C (1-isobutyl-4-(4,4,5,5-tetramethyl-1,3,2-dioxaborolan-2-yl)-1H-pyrazole), BrC1=CC=C(S1)C(=O)NCC1=CC=2N(C=C1)C=CN2 (5-bromo-N-(imidazo[1,2-a]pyridin-7-ylmethyl)thiophene-2-carboxamide), BrC1=CC=C(N)C=C1 (4-bromoaniline). Yields the product N=1C=CN2C1C=C(C=C2)CNC(=O)C=2SC(=CC2)C2=CC(=CC=C2)OC(C)C (N-(imidazo[1,2-a]pyridin-7-ylmethyl)-5-[3-(propan-2-yloxy)phenyl]thiophene-2-carboxamide). Reaction SMILES: C(N1C=C(B2O[C:13](C)(C)[C:12](C)([CH3:17])[O:11]2)C=N1)C(C)C.Br[C:20]1[S:24][C:23]([C:25]([NH:27][CH2:28][C:29]2[CH:34]=[CH:33][N:32]3[CH:35]=[CH:36][N:37]=[C:31]3[CH:30]=2)=[O:26])=[CH:22][CH:21]=1.Br[C:39]1[CH:45]=[CH:44][C:42](N)=[CH:41][CH:40]=1>>[N:37]1[CH:36]=[CH:35][N:32]2[CH:33]=[CH:34][C:29]([CH2:28][NH:27][C:25]([C:23]3[S:24][C:20]([C:41]4[CH:42]=[CH:44][CH:45]=[C:39]([O:11][CH:12]([CH3:17])[CH3:13])[CH:40]=4)=[CH:21][CH:22]=3)=[O:26])=[CH:30][C:31]=12. Procedure: The title compound was prepared as described in Example 51A, substituting 2-(3-isopropoxyphenyl)-4,4,5,5-tetramethyl-1,3,2-dioxaborolane for 1-isobutyl-4-(4,4,5,5-tetramethyl-1,3,2-dioxaborolan-2-yl)-1H-pyrazole and 5-bromo-N-(imidazo[1,2-a]pyridin-7-ylmethyl)thiophene-2-carboxamide for 4-bromoaniline. 1H NMR (300 MHz, DMSO-d6) δ ppm 9.04 (t, J=6.0 Hz, 1H), 8.49 (dd, J=7.0, 0.8 Hz, 1H), 8.19 (d, J=0.4 Hz, 1H), 7.89 (d, J=0.8 Hz, 1H), 7.86 (d, J=0.5 Hz, 1H), 7.75 (d, J=3.9 Hz, 1H), 7.52 (d, J=1.2...